This data is from the Open Reaction Database (ORD), a public repository of structured organic reaction records. The task is: describe an organic reaction: reactants, conditions, products, and yield Starting materials: CS(C)=O, N#Cc1cc([N+](=O)[O-])ccc1Cl, Oc1ccc(Cl)c(Cl)c1, [Na+], [OH-], O. Product: N#Cc1cc([N+](=O)[O-])ccc1Oc1ccc(Cl)c(Cl)c1. As a reaction SMILES: [CH3:25][S:26](=[O:27])[CH3:28].[Cl:12][c:13]1[c:14]([C:15]#[N:16])[cH:17][c:18]([N+:21](=[O:22])[O-:23])[cH:19][cH:20]1.[Cl:1][c:2]1[cH:3][c:4]([OH:9])[cH:5][cH:6][c:7]1[Cl:8].[Na+:11].[OH-:10].[OH2:24]>>[Cl:1][c:2]1[cH:3][c:4]([O:9][c:13]2[c:14]([C:15]#[N:16])[cH:17][c:18]([N+:21](=[O:22])[O-:23])[cH:19][cH:20]2)[cH:5][cH:6][c:7]1[Cl:8]. Starting materials: C([O-])([O-])=O.[K+].[K+] (potassium carbonate), ClC1=CC=C2[C@@]3(C(NC2=C1)=O)[C@H]([C@@H]1C(O[C@H]([C@H](N1C31CCC(CC1)(C)C)C1=CC=CC=C1)C1=CC=CC=C1)=O)C1=C(C(=NC=C1)Cl)F ((3′S,4′R,7′S,8′S,8a′R)-6″-chloro-8′-(2-chloro-3-fluoropyridin-4-yl)-4,4-dimethyl-3′,4′-diphenyl-3′,4′,8′,8a′-tetrahydro-1′H-dispiro[cyclohexane-1,6′-pyrrolo[2,1-c][1,4]oxazine-7′,3″-indole]-1′,2″(1″H)-dione), S(=O)(=O)([O-])[O-].[Mg+2] (magnesium sulfate). Solvent: O (water), C(C)#N (acetonitrile). Conditions: temperature 85 celsius, time 15 minute. Product: ClC1=CC=C2C3(C(NC2=C1)=O)C1(N([C@H]([C@@H]3C3=C(C(=NC=C3)Cl)F)C(=O)O)[C@@H]([C@H](C3=CC=CC=C3)O)C3=CC=CC=C3)CCC(CC1)(C)C ((4′S,5′R)-6″-chloro-4′-(2-chloro-3-fluoropyridin-4-yl)-1′-[(1R,2S)-2-hydroxy-1,2-diphenylethyl]-4,4-dimethyl-2″-oxo-1″,2″-dihydrodispiro[cyclohexane-1,2′-pyrrolidine-3′,3″-indole]-5′-carboxylic acid). Yield: 100.4%. As a reaction SMILES: [Cl:1][C:2]1[CH:10]=[C:9]2[C:5]([C@@:6]3([C:19]4([CH2:24][CH2:23][C:22]([CH3:26])([CH3:25])[CH2:21][CH2:20]4)[N:18]4[C@@H:13]([C:14](=[O:39])[O:15][C@@H:16]([C:33]5[CH:38]=[CH:37][CH:36]=[CH:35][CH:34]=5)[C@H:17]4[C:27]4[CH:32]=[CH:31][CH:30]=[CH:29][CH:28]=4)[C@@H:12]3[C:40]3[CH:45]=[CH:44][N:43]=[C:42]([Cl:46])[C:41]=3[F:47])[C:7](=[O:11])[NH:8]2)=[CH:4][CH:3]=1.C(=O)([O-])[O-:49].[K+].[K+].S([O-])([O-])(=O)=O.[Mg+2]>C(#N)C.O>[Cl:1][C:2]1[CH:10]=[C:9]2[C:5]([C:6]3([C@@H:12]([C:40]4[CH:45]=[CH:44][N:43]=[C:42]([Cl:46])[C:41]=4[F:47])[C@H:13]([C:14]([OH:49])=[O:39])[N:18]([C@H:17]([C:27]4[CH:32]=[CH:31][CH:30]=[CH:29][CH:28]=4)[C@@H:16]([OH:15])[C:33]4[CH:38]=[CH:37][CH:36]=[CH:35][CH:34]=4)[C:19]43[CH2:24][CH2:23][C:22]([CH3:26])([CH3:25])[CH2:21][CH2:20]4)[C:7](=[O:11])[NH:8]2)=[CH:4][CH:3]=1 |f:1.2.3,4.5|. Procedure: The compound (630 mg, 0.94 mmol) obtained in Step 1 of Example 16 was dissolved in acetonitrile (10 ml) and water (4 ml), potassium carbonate (130 mg, 0.94 mmol) was added and the resulting mixture was heated to reflux at 85° C. for 16 hours. After cooling, anhydrous magnesium sulfate (113 mg, 0.94 mmol) was added and the resulting mixture was stirred at room temperature for 15 minutes. After extraction with ethyl acetate, the organic layer was washed with brine and dried over anhydrous magnesiu... Reactants: C1CCOC1, CO, COC(=O)c1ccc2c(C3CCCCC3)c3n(c2c1)CC(c1ncc(CCC(=O)N2CCOCC2)o1)=Cc1cc(OC)ccc1-3. Yields the product COC(=O)c1ccc2c(C3CCCCC3)c3n(c2c1)CC(c1ncc(CCC(=O)N2CCOCC2)o1)Cc1cc(OC)ccc1-3. RXN SMILES: [CH2:46]1[O:47][CH2:48][CH2:49][CH2:50]1.[CH3:51][OH:52].[CH:1]1([c:7]2[c:8]3[cH:9][cH:10][c:11]([C:42](=[O:43])[O:44][CH3:45])[cH:12][c:13]3[n:14]3[c:15]2-[c:16]2[c:17]([cH:36][c:37]([O:40][CH3:41])[cH:38][cH:39]2)[CH:18]=[C:19]([c:21]2[o:22][c:23]([CH2:26][CH2:27][C:28](=[O:29])[N:30]4[CH2:31][CH2:32][O:33][CH2:34][CH2:35]4)[cH:24][n:25]2)[CH2:20]3)[CH2:2][CH2:3][CH2:4][CH2:5][CH2:6]1>>[CH:1]1([c:7]2[c:8]3[cH:9][cH:10][c:11]([C:42](=[O:43])[O:44][CH3:45])[cH:12][c:13]3[n:14]3[c:15]2-[c:16]2[c:17]([cH:36][c:37]([O:40][CH3:41])[cH:38][cH:39]2)[CH2:18][CH:19]([c:21]2[o:22][c:23]([CH2:26][CH2:27][C:28](=[O:29])[N:30]4[CH2:31][CH2:32][O:33][CH2:34][CH2:35]4)[cH:24][n:25]2)[CH2:20]3)[CH2:2][CH2:3][CH2:4][CH2:5][CH2:6]1. The reactants are Cl (HCl), BrC1=NC=2N(C(N(C(C2N1CCC(C)C)=O)CCCO[Si](C)(C)C(C)(C)C)=O)C (8-Bromo-1-(3-((tert-butyldimethylsilyl)oxy)propyl)-7-isopentyl-3-methyl-1H-purine-2,6(3H,7H)-dione), BrC1=NC=2N(C(N(C(C2N1CCC(C)C)=O)CCCO[Si](C)(C)C(C)(C)C)=O)C (8-Bromo-1-(3-((tert-butyldimethylsilyl)oxy)propyl)-7-isopentyl-3-methyl-1H-purine-2,6(3H,7H)-dione), [Na] (Sodium), C(C)(C)O (isopropanol). Solvent: O (water). Conditions: time 15 hour. Yields the product OCCCN1C(N(C=2N=C(N(C2C1=O)CCC(C)C)OC(C)C)C)=O (1-(3-hydroxypropyl)-7-isopentyl-8-isopropoxy-3-methyl-1H-purine-2,6(3H,7H)-dione). RXN SMILES: [Na].Br[C:3]1[N:11]([CH2:12][CH2:13][CH:14]([CH3:16])[CH3:15])[C:10]2[C:9](=[O:17])[N:8]([CH2:18][CH2:19][CH2:20][O:21][Si](C(C)(C)C)(C)C)[C:7](=[O:29])[N:6]([CH3:30])[C:5]=2[N:4]=1.Cl.[CH:32]([OH:35])([CH3:34])[CH3:33]>O>[OH:21][CH2:20][CH2:19][CH2:18][N:8]1[C:9](=[O:17])[C:10]2[N:11]([CH2:12][CH2:13][CH:14]([CH3:15])[CH3:16])[C:3]([O:35][CH:32]([CH3:34])[CH3:33])=[N:4][C:5]=2[N:6]([CH3:30])[C:7]1=[O:29] |^1:0|. Reported procedure: Sodium (0.12 g, 5.15 mmol) was dissolved in isopropanol (8 mL) and 8-bromo-1-(3-((tert-butyldimethylsilyl)oxy)propyl-7-isopentyl-3-methyl-1H-purine-2,6(3H,7H)-dione (0.50 g, 1.03 mmol, intermediate 82) was added. The reaction was stirred at room temperature for 15 h. The reaction was treated with 6N HCl to achieve pH=1, and stirred at room temperature for 1 h. The reaction was diluted with water (100 mL) and extracted with DCM (3×75 mL). The combined extracts were dried with magnesium sulfate, f... Starting materials: IC1=C(C=CC=C1)[C@H](C)O ((S)-1-(2-Iodophenyl)ethanol), C(CCC)P(CCCC)CCCC (tri-n-butylphosphine), CCOC(=O)/N=N/C(=O)OCC (DEAD), COC1=C(CN(S(=O)(=O)C2=CC3=C(NC(O3)=O)C=C2F)C2=NC=NS2)C=CC(=C1)OC (N-(2,4-Dimethoxybenzyl)-5-fluoro-2-oxo-N-(1,2,4-thiadiazol-5-yl)-2,3-dihydro-1,3-benzoxazole-6-sulfonamide). The solvent is C1CCOC1 (THF). Reaction conditions: time 24 hour. The product is COC1=C(CN(S(=O)(=O)C2=CC3=C(N(C(O3)=O)[C@H](C)C3=C(C=CC=C3)I)C=C2F)C2=NC=NS2)C=CC(=C1)OC ((R)—N-(2,4-Dimethoxybenzyl)-5-fluoro-3-(1-(2-iodophenyl)ethyl)-2-oxo-N-(1,2,4-thiadiazol-5-yl)-2,3-dihydrobenzo[d]oxazole-6-sulfonamide). RXN SMILES: [CH3:1][O:2][C:3]1[CH:29]=[C:28]([O:30][CH3:31])[CH:27]=[CH:26][C:4]=1[CH2:5][N:6]([C:21]1[S:25][N:24]=[CH:23][N:22]=1)[S:7]([C:10]1[C:19]([F:20])=[CH:18][C:13]2[NH:14][C:15](=[O:17])[O:16][C:12]=2[CH:11]=1)(=[O:9])=[O:8].C(P(CCCC)CCCC)CCC.CCOC(/N=N/C(OCC)=O)=O.[I:57][C:58]1[CH:63]=[CH:62][CH:61]=[CH:60][C:59]=1[C@@H:64](O)[CH3:65]>C1COCC1>[CH3:1][O:2][C:3]1[CH:29]=[C:28]([O:30][CH3:31])[CH:27]=[CH:26][C:4]=1[CH2:5][N:6]([C:21]1[S:25][N:24]=[CH:23][N:22]=1)[S:7]([C:10]1[C:19]([F:20])=[CH:18][C:13]2[N:14]([C@@H:64]([C:59]3[CH:60]=[CH:61][CH:62]=[CH:63][C:58]=3[I:57])[CH3:65])[C:15](=[O:17])[O:16][C:12]=2[CH:11]=1)(=[O:8])=[O:9]. Procedure details: Added N-(2,4-dimethoxybenzyl)-5-fluoro-2-oxo-N-(1,2,4-thiadiazol-5-yl)-2,3-dihydrobenzo[d]oxazole-6-sulfonamide (11-3, 2 g, 4.29 mmol) to THF (21.44 ml). Added tri-n-butylphosphine (2.116 ml, 8.58 mmol) and DEAD (1.358 ml, 8.58 mmol) and cooled to 0° C. Was a clear orange solution. Added (S)-1-(2-iodophenyl)ethanol (16-2, 1.064 g, 4.29 mmol). After 24 h at 0° C., concentrated in vacuo, dissolved in 5 mL DCM and purified by normal-phase HPLC (80 g ISCO column, 0-50% EtOAc:Hex) to give 32-1 as a w...